Dataset: the Open Reaction Database (ORD), a public repository of structured organic reaction records. Task: describe an organic reaction: reactants, conditions, products, and yield The reagents and catalysts are C(C)(=O)[O-].[Rh+2].C(C)(=O)[O-] (rhodium(II) acetate). Run in C(Cl)Cl (methylene chloride). Reaction SMILES: [F:1][C:2]1[CH:3]=[C:4]([C:28]2[C:29]([C:34]#[N:35])=[CH:30][CH:31]=[CH:32][CH:33]=2)[CH:5]=[CH:6][C:7]=1[CH2:8][C:9]1[C:10](=[O:27])[N:11]([C@H:22]2[CH2:25][C@@H:24]([OH:26])[CH2:23]2)[C:12]2[N:13]([N:18]=[C:19]([CH3:21])[N:20]=2)[C:14]=1[CH2:15][CH2:16][CH3:17].[N+](=[C:38]([CH3:44])[C:39]([O:41][CH2:42][CH3:43])=[O:40])=[N-]>C([O-])(=O)C.[Rh+2].C([O-])(=O)C.C(Cl)Cl>[C:34]([C:29]1[CH:30]=[CH:31][CH:32]=[CH:33][C:28]=1[C:4]1[CH:5]=[CH:6][C:7]([CH2:8][C:9]2[C:10](=[O:27])[N:11]([C@@H:22]3[CH2:25][C@H:24]([O:26][CH:38]([CH3:44])[C:39]([O:41][CH2:42][CH3:43])=[O:40])[CH2:23]3)[C:12]3[N:13]([N:18]=[C:19]([CH3:21])[N:20]=3)[C:14]=2[CH2:15][CH2:16][CH3:17])=[C:2]([F:1])[CH:3]=1)#[N:35] |f:2.3.4|. Conditions: time 2 hour. Procedure: To a mixture of 3′-fluoro-4′-{[4-(cis-3-hydroxycyclobutyl)-2-methyl-5-oxo-7-propyl-4,5-dihydro[1,2,4]triazolo[1,5-a]pyrimidin-6-yl]methyl}biphenyl-2-carbonitrile (659 mg), rhodium(II) acetate (dimer) (31 mg) and methylene chloride (5 mL) was added dropwise ethyl 2-diazopropanoate (359 mg) under an argon atmosphere at 70° C., and the mixture was stirred at room temperature for 2 hr. The reaction mixture was concentrated under reduced pressure, and the residue was purified by basic silica gel chro... Isolated yield 69.0%. The reactants are [N+](=[N-])=C(C(=O)OCC)C (ethyl 2-diazopropanoate), FC=1C=C(C=CC1CC=1C(N(C=2N(C1CCC)N=C(N2)C)[C@@H]2C[C@@H](C2)O)=O)C=2C(=CC=CC2)C#N (3′-fluoro-4′-{[4-(cis-3-hydroxycyclobutyl)-2-methyl-5-oxo-7-propyl-4,5-dihydro[1,2,4]triazolo[1,5-a]pyrimidin-6-yl]methyl}biphenyl-2-carbonitrile). The product is C(#N)C1=C(C=CC=C1)C1=CC(=C(C=C1)CC=1C(N(C=2N(C1CCC)N=C(N2)C)[C@H]2C[C@H](C2)OC(C(=O)OCC)C)=O)F (ethyl 2-[(cis-3-{6-[(2′-cyano-3-fluorobiphenyl-4-yl)methyl]-2-methyl-5-oxo-7-propyl[1,2,4]triazolo[1,5-a]pyrimidin-4(5H)-yl}cyclobutyl)oxy]propanoate), compound. The reactants are SC1=Nc2ccc(Br)c3cccc1c23, C1COCCO1, CC(CCN)n1ccnc1. The product is CC(CCNC1=Nc2ccc(Br)c3cccc1c23)n1ccnc1. Reaction SMILES: [Br:1][c:2]1[c:3]2[c:4]3[c:5]([cH:12][cH:13][cH:14]2)[C:6]([SH:11])=[N:7][c:8]3[cH:9][cH:10]1.[O:25]1[CH2:26][CH2:27][O:28][CH2:29][CH2:30]1.[n:15]1([CH:20]([CH2:21][CH2:22][NH2:23])[CH3:24])[cH:16][n:17][cH:18][cH:19]1>>[Br:1][c:2]1[c:3]2[c:4]3[c:5]([cH:12][cH:13][cH:14]2)[C:6]([NH:23][CH2:22][CH2:21][CH:20]([n:15]2[cH:16][n:17][cH:18][cH:19]2)[CH3:24])=[N:7][c:8]3[cH:9][cH:10]1. Starting materials: FC1=CC=C(S1)C#N (5-fluorothiophene-2-carbonitrile), OC1=CC=C(C=O)C=C1 (4-hydroxybenzaldehyde), C(=O)([O-])[O-].[K+].[K+] (K2CO3). The solvent is CN(C)C=O (DMF). Product: C(=O)C1=CC=C(OC2=CC=C(S2)C#N)C=C1 (5-(4-Formylphenoxy)thiophene-2-carbonitrile). Reaction SMILES: F[C:2]1[S:6][C:5]([C:7]#[N:8])=[CH:4][CH:3]=1.[OH:9][C:10]1[CH:17]=[CH:16][C:13]([CH:14]=[O:15])=[CH:12][CH:11]=1.C([O-])([O-])=O.[K+].[K+]>CN(C=O)C>[CH:14]([C:13]1[CH:16]=[CH:17][C:10]([O:9][C:2]2[S:6][C:5]([C:7]#[N:8])=[CH:4][CH:3]=2)=[CH:11][CH:12]=1)=[O:15] |f:2.3.4|. Reported procedure: Dissolve 5-fluorothiophene-2-carbonitrile (0.541 g, 4.25 mmol) and 4-hydroxybenzaldehyde (0.519 g, 4.25 mmol) in DMF (11 mL). Add K2CO3 (1.469 g, 10.6 mmol) and heat at 100° C. for 1.5 hours. Concentrate the reaction mixture. Take the solid up in ethyl acetate (100 mL) and wash with water (2×25 mL). Dry the organic layer over MgSO4, filter and concentrate. Purify by chromatography eluting with 30% ethyl acetate in hexanes to give the title compound: 1H NMR (CDCl3): 9.96 (s, 1H), 7.98 (dd, J=6.6,... Reactants: CC(C)(C)OC(=O)N1CCC2CCC(C1)N2, Clc1ccc(I)cn1. Product: CC(C)(C)OC(=O)N1CCC2CCC(C1)N2c1ccc(Cl)nc1. As a reaction SMILES: [CH:1]12[CH2:2][N:3]([C:10](=[O:11])[O:12][C:13]([CH3:14])([CH3:15])[CH3:16])[CH2:4][CH2:5][CH:6]([CH2:7][CH2:8]1)[NH:9]2.[Cl:17][c:18]1[n:19][cH:20][c:21]([I:24])[cH:22][cH:23]1>>[CH:1]12[CH2:2][N:3]([C:10](=[O:11])[O:12][C:13]([CH3:14])([CH3:15])[CH3:16])[CH2:4][CH2:5][CH:6]([CH2:7][CH2:8]1)[N:9]2[c:21]1[cH:20][n:19][c:18]([Cl:17])[cH:23][cH:22]1. Reactants: O1C(CO)C1 (2,3-epoxy-1-propanol), ClC1=NC(=NC(=N1)Cl)OC1=C(C=C(C=C1C)C)C (2,4-dichloro-6-(2,4,6-trimethylphenoxy)-1,3,5-triazine), [OH-].[Na+] (sodium hydroxide). The solvent is ClCCl (dichloromethane). Run at time 25 minute. The product is ClC1=NC(=NC(=N1)OCC1CO1)OC1=C(C=C(C=C1C)C)C (2-chloro-4-glycidoxy-6-(2,4,6-trimethylphenoxy)-1,3,5-triazine). As a reaction SMILES: Cl[C:2]1[N:7]=[C:6]([Cl:8])[N:5]=[C:4]([O:9][C:10]2[C:15]([CH3:16])=[CH:14][C:13]([CH3:17])=[CH:12][C:11]=2[CH3:18])[N:3]=1.[O:19]1[CH2:23][CH:20]1[CH2:21][OH:22].[OH-].[Na+]>ClCCl>[Cl:8][C:6]1[N:7]=[C:2]([O:22][CH2:21][CH:20]2[O:19][CH2:23]2)[N:3]=[C:4]([O:9][C:10]2[C:15]([CH3:16])=[CH:14][C:13]([CH3:17])=[CH:12][C:11]=2[CH3:18])[N:5]=1 |f:2.3|. Procedure details: To a mechanically stirred solution of 50 g (0.155 mol) 2,4-dichloro-6-(2,4,6-trimethylphenoxy)-1,3,5-triazine in 170 ml dichloromethane, cooled to 0°.varies.10° C., was added 26.38 g (0.356 mol) 2,3-epoxy-1-propanol in one portion. Aqueous sodium hydroxide (50% solution; 14.26 g) was added to the mixture dropwise with stirring over about 25 minutes maintaining the reaction temperature between 0° and 10° C. and preferably around 0°-5° C. After stirring an additional 30 minutes, the reaction mixtu... Reactants: FC(S(=O)(=O)OC1=CC=C2OC=3C(=CC(=CC3[C@]3(C2=C1)N=C(OC3)N)N3CCOCC3)F)(F)F ((S)-2-amino-4′-fluoro-2′-morpholino-5H-spiro[oxazole-4,9′-xanthene]-7′-yl trifluoromethanesulfonate), FC1=NC=C(C=C1B(O)O)C (2-fluoro-5-methylpyridin-3-ylboronic acid), CN(C)C=O (DMF), C([O-])([O-])=O.[Na+].[Na+] (sodium carbonate). Reagents/catalysts: C=1C=CC(=CC1)[P](C=2C=CC=CC2)(C=3C=CC=CC3)[Pd]([P](C=4C=CC=CC4)(C=5C=CC=CC5)C=6C=CC=CC6)([P](C=7C=CC=CC7)(C=8C=CC=CC8)C=9C=CC=CC9)[P](C=1C=CC=CC1)(C=1C=CC=CC1)C=1C=CC=CC1 (tetrakis(triphenylphosphine)palladium(0)). Solvent: O (water). Run at temperature 85 celsius, time 2 hour. Product: FC1=CC(=CC=2[C@]3(C4=CC(=CC=C4OC12)C=1C(=NC=C(C1)C)F)N=C(OC3)N)N3CCOCC3 ((S)-4′-fluoro-7′-(2-fluoro-5-methylpyridin-3-yl)-2′-morpholino-5H-spiro[oxazole-4,9′-xanthen]-2-amine). As a reaction SMILES: FC(F)(F)S(O[C:7]1[CH:20]=[C:19]2[C:10]([O:11][C:12]3[C:13]([F:32])=[CH:14][C:15]([N:26]4[CH2:31][CH2:30][O:29][CH2:28][CH2:27]4)=[CH:16][C:17]=3[C@@:18]32[CH2:24][O:23][C:22]([NH2:25])=[N:21]3)=[CH:9][CH:8]=1)(=O)=O.[F:35][C:36]1[C:41](B(O)O)=[CH:40][C:39]([CH3:45])=[CH:38][N:37]=1.CN(C=O)C.C(=O)([O-])[O-].[Na+].[Na+]>O.C1C=CC([P]([Pd]([P](C2C=CC=CC=2)(C2C=CC=CC=2)C2C=CC=CC=2)([P](C2C=CC=CC=2)(C2C=CC=CC=2)C2C=CC=CC=2)[P](C2C=CC=CC=2)(C2C=CC=CC=2)C2C=CC=CC=2)(C2C=CC=CC=2)C2C=CC=CC=2)=CC=1>[F:32][C:13]1[C:12]2[O:11][C:10]3[C:19](=[CH:20][C:7]([C:41]4[C:36]([F:35])=[N:37][CH:38]=[C:39]([CH3:45])[CH:40]=4)=[CH:8][CH:9]=3)[C@@:18]3([CH2:24][O:23][C:22]([NH2:25])=[N:21]3)[C:17]=2[CH:16]=[C:15]([N:26]2[CH2:31][CH2:30][O:29][CH2:28][CH2:27]2)[CH:14]=1 |f:3.4.5,^1:61,63,82,101|. Procedure details: A resealable vial was charged with (S)-2-amino-4′-fluoro-2′-morpholino-5H-spiro[oxazole-4,9′-xanthene]-7′-yl trifluoromethanesulfonate (130 mg, 0.258 mmol; prepared as described in Method BB40), tetrakis(triphenylphosphine)palladium(0) (29.8 mg, 0.026 mmol), 2-fluoro-5-methylpyridin-3-ylboronic acid (64.0 mg, 0.413 mmol), DMF (1.3 mL) and 2 M aqueous sodium carbonate (387 μL, 0.775 mmol). The vial was sealed and the mixture stirred for 2 hr at 85° C. The mixture was cooled and diluted with EtOac... Starting materials: CCOC(=O)C(=O)OCC, Cc1cc(C#N)ccc1[N+](=O)[O-], CCO, Cl, [Na]. The product is CCOC(=O)C(=O)Cc1cc(C#N)ccc1[N+](=O)[O-]. RXN SMILES: [CH2:2]([O:3][C:5]([C:6](=[O:7])[O:8][CH2:9][CH3:10])=[O:11])[CH3:4].[CH3:12][c:13]1[cH:14][c:15]([C:16]#[N:17])[cH:18][cH:19][c:20]1[N+:21](=[O:22])[O-:23].[CH3:25][CH2:26][OH:27].[ClH:24].[Na:1]>>[C:5]([C:6](=[O:7])[O:8][CH2:9][CH3:10])(=[O:11])[CH2:12][c:13]1[cH:14][c:15]([C:16]#[N:17])[cH:18][cH:19][c:20]1[N+:21](=[O:22])[O-:23]. The reactants are CO, [Na+], COC(=O)c1ccc(CN(CCOc2ccc(Cc3ccc(-c4ncco4)cc3)cc2)CCN2CCOCC2)cc1, [OH-]. The product is O=C(O)c1ccc(CN(CCOc2ccc(Cc3ccc(-c4ncco4)cc3)cc2)CCN2CCOCC2)cc1. Reaction SMILES: [CH3:44][OH:45].[Na+:43].[O:1]1[CH2:2][CH2:3][N:4]([CH2:7][CH2:8][N:9]([CH2:10][CH2:11][O:12][c:13]2[cH:14][cH:15][c:16]([CH2:19][c:20]3[cH:21][cH:22][c:23](-[c:26]4[o:27][cH:28][cH:29][n:30]4)[cH:24][cH:25]3)[cH:17][cH:18]2)[CH2:31][c:32]2[cH:33][cH:34][c:35]([C:36](=[O:37])[O:38][CH3:39])[cH:40][cH:41]2)[CH2:5][CH2:6]1.[OH-:42]>>[O:1]1[CH2:2][CH2:3][N:4]([CH2:7][CH2:8][N:9]([CH2:10][CH2:11][O:12][c:13]2[cH:14][cH:15][c:16]([CH2:19][c:20]3[cH:21][cH:22][c:23](-[c:26]4[o:27][cH:28][cH:29][n:30]4)[cH:24][cH:25]3)[cH:17][cH:18]2)[CH2:31][c:32]2[cH:33][cH:34][c:35]([C:36](=[O:37])[OH:38])[cH:40][cH:41]2)[CH2:5][CH2:6]1. Starting materials: C(C)OC(=O)CN1C(C(=CC=C1)O)=O (1-Ethoxycarbonylmethyl-3-hydroxypyrid-2-one), C(=O)O (formic acid). Solvent: C(C)O.O (ethanol water). Reaction conditions: temperature 60 celsius. Product: C(=O)(O)CN1C(C(=CC=C1)O)=O (1-carboxymethyl-3-hydroxypyrid-2-one). Isolated yield 81.6%. RXN SMILES: C([O:3][C:4]([CH2:6][N:7]1[CH:12]=[CH:11][CH:10]=[C:9]([OH:13])[C:8]1=[O:14])=[O:5])C.C(O)=O>C(O)C.O>[C:4]([CH2:6][N:7]1[CH:12]=[CH:11][CH:10]=[C:9]([OH:13])[C:8]1=[O:14])([OH:5])=[O:3] |f:2.3|. Reported procedure: 1-Ethoxycarbonylmethyl-3-hydroxypyrid-2-one (2 g) is dissolved in 15 ml of 1:2 v/v ethanol/water containing sufficient ammonium hydroxide to create a pH of 12.0. The solution is heated at 60° C. for 30 minutes, cooled, and acidified to pH 3.0 by the addition of formic acid. The solution is rotary evaporated to remove most of the ethanol and then freeze dried for 20 hours to remove the water, formic acid and ammonium formate. The resulting solid is recrystallised from water to yield white crystal...